This data is from the Open Reaction Database (ORD), a public repository of structured organic reaction records. The task is: describe an organic reaction: reactants, conditions, products, and yield The reactants are C=CC(=O)OCc1ccccc1, CC(C)(C)OC(=O)N1CCCc2cc(Br)cnc21, CCC#N, CC(=O)[O-], CC(=O)[O-], [Pd+2]. The product is CC(C)(C)OC(=O)N1CCCc2cc(C=CC(=O)OCc3ccccc3)cnc21. As a reaction SMILES: [C:19]([CH:20]=[CH2:21])(=[O:22])[O:23][CH2:24][c:25]1[cH:26][cH:27][cH:28][cH:29][cH:30]1.[C:1]([CH3:2])([CH3:3])([CH3:4])[O:5][C:6](=[O:7])[N:8]1[CH2:9][CH2:10][CH2:11][c:12]2[cH:13][c:14]([Br:18])[cH:15][n:16][c:17]21.[C:31](#[N:32])[CH2:33][CH3:34].[O-:36][C:37]([CH3:38])=[O:39].[O-:40][C:41]([CH3:42])=[O:43].[Pd+2:35]>>[C:1]([CH3:2])([CH3:3])([CH3:4])[O:5][C:6](=[O:7])[N:8]1[CH2:9][CH2:10][CH2:11][c:12]2[cH:13][c:14]([CH:21]=[CH:20][C:19](=[O:22])[O:23][CH2:24][c:25]3[cH:26][cH:27][cH:28][cH:29][cH:30]3)[cH:15][n:16][c:17]21. Procedure: 10.8 g β,β-dimethylacrylic acid was placed in a 250 ml flask, and 10 ml toluene was added followed by 11.4 g 1,2-diaminocyclohexane. The mixture is heated under an inert gas atmosphere, preferably argon, at 175°-180° C. with a Dean-Stark trap. 1.6 ml water was collected. The mixture is cooled down after 7 hr. Toluene was removed under vacuum. The reaction product obtained is recrystallized from acetone to give 2 g of a white crystalline product having a m.pt. of 188°-189° C. The solvent is C1(=CC=CC=C1)C (toluene). The product is CC1(N[C@H]2[C@H](NC(C1)=O)CCCC2)C (trans-4,4-dimethyl-decahydro-1,5-benzodiazepin-2-one). Reactants: CC(=CC(=O)O)C (β,β-dimethylacrylic acid), NC1C(CCCC1)N (1,2-diaminocyclohexane). Isolated yield 10.2%. As a reaction SMILES: [CH3:1][C:2]([CH3:7])=[CH:3][C:4](O)=[O:5].[NH2:8][CH:9]1[CH2:14][CH2:13][CH2:12][CH2:11][CH:10]1[NH2:15]>C1(C)C=CC=CC=1>[CH3:1][C:2]1([CH3:7])[CH2:3][C:4](=[O:5])[NH:15][C@@H:10]2[CH2:11][CH2:12][CH2:13][CH2:14][C@H:9]2[NH:8]1. The reactants are BrC1=CC=CC2=C1C(N1[C@H](C=3N2C=NC3C(=O)OCC)CCC1)=O (ethyl (S)-8-bromo-11,12,13,13a-tetrahydro-9-oxo-9H-imidazo[1,5-a]pyrrolo[2,1-c][1,4]benzodiazepine-1-carboxylate), OCC1CC1 (hydroxymethyl-cyclopropane), [C-]#N.[K+] (potassium cyanide). Conditions: time 1.5 hour. The product is BrC1=CC=CC2=C1C(N1[C@H](C=3N2C=NC3C(=O)OCC3CC3)CCC1)=O (cyclopropylmethyl (S)-8-bromo-11,12,13,13a-tetrahydro-9-oxo-9H-imidazo[1,5-a]pyrrolo[2,1-c][1,4]benzodiazepine-1-carboxylate). Reaction SMILES: [Br:1][C:2]1[C:7]2[C:8](=[O:24])[N:9]3[CH2:23][CH2:22][CH2:21][C@H:10]3[C:11]3[N:12]([CH:13]=[N:14][C:15]=3[C:16]([O:18][CH2:19][CH3:20])=[O:17])[C:6]=2[CH:5]=[CH:4][CH:3]=1.O[CH2:26][CH:27]1CC1.[C-]#N.[K+]>>[Br:1][C:2]1[C:7]2[C:8](=[O:24])[N:9]3[CH2:23][CH2:22][CH2:21][C@H:10]3[C:11]3[N:12]([CH:13]=[N:14][C:15]=3[C:16]([O:18][CH2:19][CH:20]3[CH2:27][CH2:26]3)=[O:17])[C:6]=2[CH:5]=[CH:4][CH:3]=1 |f:2.3|. Reported procedure: A mixture of 12 g (31 mmol) of ethyl (S)-8-bromo-11,12,13,13a-tetrahydro-9-oxo-9H-imidazo[1,5-a]pyrrolo[2,1-c][1,4]benzodiazepine-1-carboxylate, 60 ml (750 mmol) of hydroxymethyl-cyclopropane and 500 mg of powdered potassium cyanide is stirred at 135° for 1.5 hours, the alcohol being simultaneously distilled off over a Hickmann headpiece and a 15 cm Vigreux column. The mixture is evaporated to dryness, the residue is taken up in chloroform, washed with water, dried over magnesium sulphate and ev...